This data is from the Open Reaction Database (ORD), a public repository of structured organic reaction records. The task is: describe an organic reaction: reactants, conditions, products, and yield Reactants: O=C([O-])O, O=C(Cl)COCc1ccccc1, COC(=O)COC(=O)c1ccc(N)cc1, CCOC(C)=O, [Na+]. Yields the product COC(=O)COC(=O)c1ccc(NC(=O)COCc2ccccc2)cc1. As a reaction SMILES: [C:16](=[O:17])([OH:18])[O-:19].[CH2:21]([c:22]1[cH:23][cH:24][cH:25][cH:26][cH:27]1)[O:28][CH2:29][C:30](=[O:31])[Cl:32].[CH3:1][O:2][C:3](=[O:4])[CH2:5][O:6][C:7]([c:8]1[cH:9][cH:10][c:11]([NH2:14])[cH:12][cH:13]1)=[O:15].[CH3:33][CH2:34][O:35][C:36](=[O:37])[CH3:38].[Na+:20]>>[CH3:1][O:2][C:3](=[O:4])[CH2:5][O:6][C:7]([c:8]1[cH:9][cH:10][c:11]([NH:14][C:30]([CH2:29][O:28][CH2:21][c:22]2[cH:23][cH:24][cH:25][cH:26][cH:27]2)=[O:31])[cH:12][cH:13]1)=[O:15]. Conditions: time 3 day. Run in O1CCOCC1 (dioxane), O1CCOCC1 (dioxane). The reactants are ClC1=NC=C(C(=N1)Cl)C(F)(F)F (2,4-dichloro-5-trifluoromethyl-pyrimidine), C(C)(=O)NCCN (2-acetylamino-ethylamine), C([O-])([O-])=O.[K+].[K+] (potassium carbonate). The product is ClC1=NC=C(C(=N1)NCCNC(C)=O)C(F)(F)F (2-chloro-4-(2-acetylamino-ethylamino)-5-trifluoromethyl-pyrimidine). As a reaction SMILES: [C:1]([NH:4][CH2:5][CH2:6][NH2:7])(=[O:3])[CH3:2].[Cl:8][C:9]1[N:14]=[C:13](Cl)[C:12]([C:16]([F:19])([F:18])[F:17])=[CH:11][N:10]=1.C(=O)([O-])[O-].[K+].[K+]>O1CCOCC1>[Cl:8][C:9]1[N:10]=[C:11]([NH:7][CH2:6][CH2:5][NH:4][C:1](=[O:3])[CH3:2])[C:12]([C:16]([F:19])([F:17])[F:18])=[CH:13][N:14]=1 |f:2.3.4|. Procedure: 1.84 g of 2-acetylamino-ethylamine dissolved in 10 ml of dioxane are added to 3.91 g of 2,4-dichloro-5-trifluoromethyl-pyrimidine in 20 ml dioxane at ambient temperature. Then 3.7 ml of 5 M potassium carbonate solution are added and the mixture is stirred for three days at ambient temperature. It is then filtered through Alox B and washed with dioxane. The filtrate is concentrated by evaporation and the residue separated by chromatography through a silica gel column with cyclohexane:ethyl acetat... Reactants: ClCCl, Cn1nnc(-c2ccc(CN3CCC(C(O)(c4ccc(C(F)(F)F)cc4)c4ccc(C(F)(F)F)cc4)CC3)cc2)n1, O=C(OO)c1cccc(Cl)c1. Product: Cn1nnc(-c2ccc(C[N+]3([O-])CCC(C(O)(c4ccc(C(F)(F)F)cc4)c4ccc(C(F)(F)F)cc4)CC3)cc2)n1. Reaction SMILES: [CH2:53]([Cl:54])[Cl:55].[CH3:1][n:2]1[n:3][c:4](-[c:7]2[cH:8][cH:9][c:10]([CH2:13][N:14]3[CH2:15][CH2:16][CH:17]([C:20]([OH:21])([c:22]4[cH:23][cH:24][c:25]([C:28]([F:29])([F:30])[F:31])[cH:26][cH:27]4)[c:32]4[cH:33][cH:34][c:35]([C:38]([F:39])([F:40])[F:41])[cH:36][cH:37]4)[CH2:18][CH2:19]3)[cH:11][cH:12]2)[n:5][n:6]1.[OH:42][O:43][C:44]([c:45]1[cH:46][c:47]([Cl:48])[cH:49][cH:50][cH:51]1)=[O:52]>>[CH3:1][n:2]1[n:3][c:4](-[c:7]2[cH:8][cH:9][c:10]([CH2:13][N+:14]3([O-:42])[CH2:15][CH2:16][CH:17]([C:20]([OH:21])([c:22]4[cH:23][cH:24][c:25]([C:28]([F:29])([F:30])[F:31])[cH:26][cH:27]4)[c:32]4[cH:33][cH:34][c:35]([C:38]([F:39])([F:40])[F:41])[cH:36][cH:37]4)[CH2:18][CH2:19]3)[cH:11][cH:12]2)[n:5][n:6]1. Starting materials: C[C@@H]1CCN([C@H](C1)C(=O)O)C(=O)[C@H](CCCNC(=N)N)NS(=O)(=O)C=2C=CC=C3C2NCC(C3)C (argatroban), C[C@@H]1CCN([C@H](C1)C(=O)O)C(=O)[C@H](CCCNC(=N)N)NS(=O)(=O)C=2C=CC=C3C2NCC(C3)C (argatroban), CC1=NN(C(=O)C1)C=2C=CC=CC2 (edaravone). Run at time 24 hour. The product is C[C@@H]1CCN([C@H](C1)C(=O)O)C(=O)[C@H](CCCNC(=N)N)NS(=O)(=O)C=2C=CC=C3C2NCC(C3)C.CC1=NN(C(=O)C1)C=2C=CC=CC2 (Argatroban edaravone). As a reaction SMILES: [CH3:1][C@H:2]1[CH2:7][C@H:6]([C:8]([OH:10])=[O:9])[N:5]([C:11]([C@@H:13]([NH:21][S:22]([C:25]2[CH:26]=[CH:27][CH:28]=[C:29]3[CH2:34][CH:33]([CH3:35])[CH2:32][NH:31][C:30]=23)(=[O:24])=[O:23])[CH2:14][CH2:15][CH2:16][NH:17][C:18]([NH2:20])=[NH:19])=[O:12])[CH2:4][CH2:3]1.[CH3:36][C:37]1[CH2:42][C:40](=[O:41])[N:39]([C:43]2[CH:44]=[CH:45][CH:46]=[CH:47][CH:48]=2)[N:38]=1>>[CH3:1][C@H:2]1[CH2:7][C@H:6]([C:8]([OH:10])=[O:9])[N:5]([C:11]([C@@H:13]([NH:21][S:22]([C:25]2[CH:26]=[CH:27][CH:28]=[C:29]3[CH2:34][CH:33]([CH3:35])[CH2:32][NH:31][C:30]=23)(=[O:23])=[O:24])[CH2:14][CH2:15][CH2:16][NH:17][C:18]([NH2:20])=[NH:19])=[O:12])[CH2:4][CH2:3]1.[CH3:36][C:37]1[CH2:42][C:40](=[O:41])[N:39]([C:43]2[CH:48]=[CH:47][CH:46]=[CH:45][CH:44]=2)[N:38]=1 |f:2.3|. Reported procedure: For the first two days, 60 mg/120 ml of argatroban was diluted with an adequate amount of a transfusion fluid and the resulting solution was intravenously infused constantly over 24 hours. For the following 5 days, 10 mg/20 ml of argatroban was diluted with an adequate amount of a transfusion fluid and the resulting solution was intravenously infused twice daily, that is, in the morning and evening, each over 3 hours; and at the same time, 30 mg/20 ml of edaravone was diluted with an adequate am... Reactants: C(CCCC=C)[C@@H]1CC[C@H](CC1)C1=CC=C(C#N)C=C1 (p-[trans-4-(5-hexenyl)cyclohexyl]benzonitrile), [OH-].[K+] (potassium hydroxide), C(COCCO)O (diethylene glycol), Cl (hydrochloric acid). Product: C(CCCC=C)[C@@H]1CC[C@H](CC1)C1=CC=C(C(=O)O)C=C1 (p-[trans-4-(5-hexenyl)cyclohexyl]benzoic acid). Isolated yield 104.0%. Reaction SMILES: [CH2:1]([C@H:7]1[CH2:12][CH2:11][C@H:10]([C:13]2[CH:20]=[CH:19]C(C#N)=[CH:15][CH:14]=2)[CH2:9][CH2:8]1)[CH2:2][CH2:3][CH2:4][CH:5]=[CH2:6].[OH-:21].[K+].Cl.C(O)CO[CH2:27][CH2:28][OH:29]>>[CH2:1]([C@H:7]1[CH2:12][CH2:11][C@H:10]([C:13]2[CH:20]=[CH:19][C:27]([C:28]([OH:29])=[O:21])=[CH:15][CH:14]=2)[CH2:9][CH2:8]1)[CH2:2][CH2:3][CH2:4][CH:5]=[CH2:6] |f:1.2|. Procedure: A mixture of 2.61 g of p-[trans-4-(5-hexenyl)cyclohexyl]benzonitrile and 20 g of potassium hydroxide in 200 ml of diethylene glycol was boiled at 180° C. for 1 hour while gassing with argon in a round flask equipped with a magnetic stirrer and a reflux condenser. After cooling the brown reaction mixture was made acid with 35 ml of 36 percent hydrochloric acid and partitioned between 100 ml of methylene chloride and 100 ml of water. The aqueous phase was back-extracted three times with 100 ml of ... The reactants are [Mg] (magnesium), CCOCC (ether), [Mg] (magnesium), 12, BrCCC=C (4-bromo-1-butene), O1CCOCC1 (1,4-dioxane), O1CCOCC1 (dioxane). Run at time 15 minute. Yields the product C(CC=C)[Mg]CCC=C (Di-3-butenylmagnesium). As a reaction SMILES: [Mg:1].CCO[CH2:5][CH3:6].Br[CH2:8][CH2:9][CH:10]=[CH2:11].O1[CH2:17][CH2:16]OCC1>>[CH2:8]([Mg:1][CH2:16][CH2:17][CH:5]=[CH2:6])[CH2:9][CH:10]=[CH2:11]. Procedure: Di-3-butenylmagnesium was prepared as follows. A three-neck 100 mL round-bottom flask, outfitted with a reflux condenser, septum inlet, and Schlenk-type fritted tube (the end of which was attached to a second three-neck flask equipped with a septum and gas bubbler), was charged with magnesium (0.98 g, 40 mmol) and 30 mL of dry ether. After activation of the magnesium with a small amount of 12 and with vigorous stirring, 4-bromo-1-butene (3.0 mL, 30 mmol) was added via syringe pump over the cours... As a reaction SMILES: [CH2:1]=[CH:2][CH2:3][CH2:4][CH2:5][CH2:6][CH2:7][CH2:8][CH2:9][CH2:10][CH2:11][CH2:12][CH2:13][CH2:14][CH2:15][CH2:16][CH3:17].[Cl:18][c:19]1[cH:20][cH:21][cH:22][c:23]([C:24]([O:25][OH:27])=[O:26])[cH:28]1.[Cl:29][CH2:30][Cl:31]>>[CH2:1]1[CH:2]([CH2:3][CH2:4][CH2:5][CH2:6][CH2:7][CH2:8][CH2:9][CH2:10][CH2:11][CH2:12][CH2:13][CH2:14][CH2:15][CH2:16][CH3:17])[O:26]1. The reactants are C=CCCCCCCCCCCCCCCC, O=C(OO)c1cccc(Cl)c1, ClCCl. Product: CCCCCCCCCCCCCCCC1CO1.